describe an organic reaction: reactants, conditions, products, and yield From a dataset of the Open Reaction Database (ORD), a public repository of structured organic reaction records. Reactants: C(#N)C1=CC=C(C(=O)OCC)C=C1 (ethyl p-cyanobenzoate), C(C)O (ethanol), C(O)([O-])=O.[Na+] (sodium hydrogencarbonate). Run in O (water). Run at temperature 82 celsius. Product: C(#N)C1=CC=C(C(=O)O)C=C1 (p-cyanobenzoic acid). The yield is 91.9%. Reaction SMILES: [C:1]([C:3]1[CH:13]=[CH:12][C:6]([C:7]([O:9]CC)=[O:8])=[CH:5][CH:4]=1)#[N:2].C(O)C.C(=O)([O-])O.[Na+]>O>[C:1]([C:3]1[CH:13]=[CH:12][C:6]([C:7]([OH:9])=[O:8])=[CH:5][CH:4]=1)#[N:2] |f:2.3|. Procedure details: A mixture containing ethyl p-cyanobenzoate (87.5 g, 0.5 mol), ethanol (192.5 g), and water (449.2 g) was placed in a 1 l-flask. The mixture was heated to 82° C., and sodium hydrogencarbonate was added thereto so as to adjust the pH of the mixture at 9.0-9.3. Seven hours after the reaction started, liquid chromatographic analysis revealed that the reaction mixture contained 67.6 g of p-cyanobenzoic acid (yield 92%). Reaction SMILES: [Cl:40][c:41]1[c:42]([C:43](=[O:44])[NH:45][CH:46]([CH2:47][NH:48][C:49]([c:50]2[cH:51][c:52]([N:56]([CH3:57])[CH3:58])[cH:53][cH:54][cH:55]2)=[O:59])[C:60](=[O:61])[OH:62])[cH:63][cH:64][c:65]([C:67](=[O:68])[NH:69][CH2:70][c:71]2[cH:72][c:73]([OH:77])[cH:74][cH:75][cH:76]2)[cH:66]1.[NH2:1][S:2]([c:3]1[cH:4][cH:5][c:6]([C:7]([NH:8][CH2:9][CH:10]([C:11]([OH:12])=[O:13])[NH:14][C:15](=[O:16])[c:17]2[cH:18][cH:19][c:20]([C:21]([NH:22][CH2:23][c:24]3[cH:25][cH:26][cH:27][c:28]([OH:29])[cH:30]3)=[O:31])[cH:32][c:33]2[Cl:34])=[O:35])[cH:36][cH:37]1)(=[O:38])=[O:39]>>[Cl:40][c:41]1[c:42]([C:43](=[O:44])[NH:45][CH:46]([CH2:47][NH:48][C:49]([c:50]2[cH:51][c:52]([NH2:56])[cH:53][cH:54][cH:55]2)=[O:59])[C:60](=[O:61])[OH:62])[cH:63][cH:64][c:65]([C:67](=[O:68])[NH:69][CH2:70][c:71]2[cH:72][c:73]([OH:77])[cH:74][cH:75][cH:76]2)[cH:66]1. Reactants: CN(C)c1cccc(C(=O)NCC(NC(=O)c2ccc(C(=O)NCc3cccc(O)c3)cc2Cl)C(=O)O)c1, NS(=O)(=O)c1ccc(C(=O)NCC(NC(=O)c2ccc(C(=O)NCc3cccc(O)c3)cc2Cl)C(=O)O)cc1. The product is Nc1cccc(C(=O)NCC(NC(=O)c2ccc(C(=O)NCc3cccc(O)c3)cc2Cl)C(=O)O)c1. Starting materials: C=1(C(=CC=CC1)S(=O)(=O)OC1=C(C(C(=O)O)C)C=CC=C1OC1=CC=CC=C1)C (2-toluene-sulphonyloxy-3-phenoxy-hydratropic acid), alcohol, [H][H] (hydrogen). The reagents and catalysts are [Ni] (nickel). The product is O(C1=CC=CC=C1)C=1C=C(C(C(=O)O)C)C=CC1 (3-phenoxy-hydratropic acid). Yield: 89.0%. As a reaction SMILES: C1(C)C(S(O[C:11]2[C:21]([O:22][C:23]3[CH:28]=[CH:27][CH:26]=[CH:25][CH:24]=3)=[CH:20][CH:19]=[CH:18][C:12]=2[CH:13]([CH3:17])[C:14]([OH:16])=[O:15])(=O)=O)=CC=CC=1.[H][H]>[Ni]>[O:22]([C:21]1[CH:11]=[C:12]([CH:18]=[CH:19][CH:20]=1)[CH:13]([CH3:17])[C:14]([OH:16])=[O:15])[C:23]1[CH:24]=[CH:25][CH:26]=[CH:27][CH:28]=1. Procedure details: To a solution of 4.1 g. of 2-toluene-sulphonyloxy-3-phenoxy-hydratropic acid in 150 ml. of alcohol 24 g. of a W-6 nickel catalyst are added, and the mixture is hydrogenated at 25° C., under atmospheric pressure until a calculated amount of hydrogen is used up. The catalyst is filtered off, the filtrate is evaporated and the residue is taken up in water and acidified with a 10% aqueous hydrochloric acid solution. The separated oil is extracted with chloroform, the chloroform solution is dried ove... Reported procedure: 3-(3-Carboxy-2-oxo-1,2-dihydropyridin-5-yl)-2-phenylpyrazolo[1,5-a]pyridine (120 mg) was melted by an electric hot plate at 370° C. This was dissolved in a mixture of chloroform (26 ml) and methanol (13 ml), and silica gel (1 g) and charcoal (0.2 g) were added thereto and then this mixture was filtered. The solvent of the filtrate was removed and chromatographed on silica gel (3 g) with a mixture of chloroform, methanol and triethylamine (200:10:1). The fractions containing the object compound w... The solvent is C(Cl)(Cl)Cl (chloroform), CO (methanol). Isolated yield 28.8%. Starting materials: C(=O)(O)C=1C(NC=C(C1)C=1C(=NN2C1C=CC=C2)C2=CC=CC=C2)=O (3-(3-Carboxy-2-oxo-1,2-dihydropyridin-5-yl)-2-phenylpyrazolo[1,5-a]pyridine), C (charcoal). Yields the product O=C1NC=C(C=C1)C=1C(=NN2C1C=CC=C2)C2=CC=CC=C2 (3-(2-oxo-1,2-dihydropyridin-5-yl)-2-phenylpyrazolo[1,5-a]pyridine). Reaction SMILES: C([C:4]1[C:5](=[O:25])[NH:6][CH:7]=[C:8]([C:10]2[C:11]([C:19]3[CH:24]=[CH:23][CH:22]=[CH:21][CH:20]=3)=[N:12][N:13]3[CH:18]=[CH:17][CH:16]=[CH:15][C:14]=23)[CH:9]=1)(O)=O.C>C(Cl)(Cl)Cl.CO>[O:25]=[C:5]1[CH:4]=[CH:9][C:8]([C:10]2[C:11]([C:19]3[CH:24]=[CH:23][CH:22]=[CH:21][CH:20]=3)=[N:12][N:13]3[CH:18]=[CH:17][CH:16]=[CH:15][C:14]=23)=[CH:7][NH:6]1. Reactants: N1=NN(C2=NC=CC=C21)OC(=O)C2=C(NC(=C2C)\C=C\2/C(NC1=CC=C(C=C21)S(=O)(=O)CC2=C(C=CC=C2Cl)Cl)=O)C (5-[5-(2,6-dichloro-phenylmethanesulfonyl)-2-oxo-1,2-dihydro-indol-(3Z)-ylidenemethyl]-2,4-dimethyl-1H-pyrrole-3-carboxylic acid [1,2,3]triazolo[4,5-b]pyridin-3-yl ester), N1CCSCC1 (thiomorpholine). The solvent is CC(=O)N(C)C (DMA). Run at time 2 hour. Product: ClC1=C(C(=CC=C1)Cl)CS(=O)(=O)C=1C=C2/C(/C(NC2=CC1)=O)=C/C=1NC(=C(C1C)C(=O)N1CCSCC1)C (5-(2,6-Dichloro-phenylmethanesulfonyl)-3-[1-[3,5-dimethyl-4-(thiomorpholine-4-carbonyl)-1H-pyrrol-2-yl]-meth-(Z)-ylidene]-1,3-dihydro-indol-2-one). Reaction SMILES: N1C2C(=NC=CC=2)N([O:10][C:11]([C:13]2[C:17]([CH3:18])=[C:16](/[CH:19]=[C:20]3\[C:21](=[O:41])[NH:22][C:23]4[C:28]\3=[CH:27][C:26]([S:29]([CH2:32][C:33]3[C:38]([Cl:39])=[CH:37][CH:36]=[CH:35][C:34]=3[Cl:40])(=[O:31])=[O:30])=[CH:25][CH:24]=4)[NH:15][C:14]=2[CH3:42])=O)N=1.[NH:43]1[CH2:48][CH2:47][S:46][CH2:45][CH2:44]1>CC(N(C)C)=O>[Cl:39][C:38]1[CH:37]=[CH:36][CH:35]=[C:34]([Cl:40])[C:33]=1[CH2:32][S:29]([C:26]1[CH:27]=[C:28]2[C:23](=[CH:24][CH:25]=1)[NH:22][C:21](=[O:41])/[C:20]/2=[CH:19]\[C:16]1[NH:15][C:14]([CH3:42])=[C:13]([C:11]([N:43]2[CH2:48][CH2:47][S:46][CH2:45][CH2:44]2)=[O:10])[C:17]=1[CH3:18])(=[O:30])=[O:31]. Reported procedure: To a solution of 5-[5-(2,6-dichloro-phenylmethanesulfonyl)-2-oxo-1,2-dihydro-indol-(3Z)-ylidenemethyl]-2,4-dimethyl-1H-pyrrole-3-carboxylic acid [1,2,3]triazolo[4,5-b]pyridin-3-yl ester (100 mg, 0.162 mmol) in DMA (2 mL) was added thiomorpholine (33 mg, 2 eq.). The mixture was stirred at rt for 2 hours. The reaction was concentrated, diluted with DCM, washed with sat. NaHCO3 and water, concentrated and triturated with methanol to give the titled compound as an orange solid.